describe an organic reaction: reactants, conditions, products, and yield From a dataset of the Open Reaction Database (ORD), a public repository of structured organic reaction records. Starting materials: C(C)OCOC1=C(C=O)C=CC(=C1)C(F)(F)F (2-ethoxymethoxy-4-trifluoromethylbenzaldehyde), CC(=O)C (acetone), Cl (hydrochloric acid). The solvent is O (water). Conditions: temperature 40 celsius, time 1 hour. Yields the product OC1=C(C=O)C=CC(=C1)C(F)(F)F (2-hydroxy-4-(trifluoromethyl)benzaldehyde). Isolated yield 72.1%. As a reaction SMILES: C(OC[O:5][C:6]1[CH:13]=[C:12]([C:14]([F:17])([F:16])[F:15])[CH:11]=[CH:10][C:7]=1[CH:8]=[O:9])C.CC(C)=O.Cl>O>[OH:5][C:6]1[CH:13]=[C:12]([C:14]([F:15])([F:16])[F:17])[CH:11]=[CH:10][C:7]=1[CH:8]=[O:9]. Reported procedure: A mixture of 1.90 g of 2-ethoxymethoxy-4-trifluoromethylbenzaldehyde, 10 ml of acetone, and 9 ml of 6 N hydrochloric acid was stirred at room temperature for 3 hours and subsequently at 40° C. for 1 hour. The reaction mixture was cooled to room temperature, then water was added to the reaction mixture. This mixture was extracted twice with ethyl acetate. The organic layers were combined and washed with water and saturated brine and dried over magnesium sulfate, then concentrated under reduced pr... Reactants: IC1=C(C=CC=C1)[N+](=O)[O-] (1-Iodo-2-nitrobenzene), BrC1=CC=C(C=C1)NC(C)=O (N-(4-bromophenyl)-acetamide). Product: BrC1=CC=C(C=C1)N1C(=NC2=C1C=CC=C2)C (1-(4-Bromo-phenyl)-2-methyl-1H-benzoimidazole). The yield is 75.9%. Reaction SMILES: I[C:2]1[CH:7]=[CH:6][CH:5]=[CH:4][C:3]=1[N+:8]([O-])=O.[Br:11][C:12]1[CH:17]=[CH:16][C:15]([NH:18][C:19](=O)[CH3:20])=[CH:14][CH:13]=1>>[Br:11][C:12]1[CH:17]=[CH:16][C:15]([N:18]2[C:2]3[CH:7]=[CH:6][CH:5]=[CH:4][C:3]=3[N:8]=[C:19]2[CH3:20])=[CH:14][CH:13]=1. Procedure: The title compound was prepared with the analogous procedure described in example 1 using 1-Iodo-2-nitrobenzene (124 mg, 0.5 mmol) and N-(4-bromophenyl)-acetamide (128 mg, 0.6 mmol) as starting materials to yield the title compound as a yellow solid (109 mg, 76%). 1H NMR (DMSO) δ 2.63 (s, 3 H), 7.34 (d, J=7.9 Hz, 1H), 7.41 (t, J=7.9 Hz, 1 H), 7.48 (t, J=7.9 Hz, 1 H), 7.64 (d, J=8.6 Hz, 2 H), 7.82 (d, J=7.9 Hz, 1 H), 7.92 (d, J=8.6 Hz, 2 H); 13C NMR δ 12.8, 111.7, 115.4, 123.6, 125.1, 125.2, 129.... Reactants: NCC=1C=CC2=C(SC(=C2C(O)C2=CC=C(C=C2)OCCN2CCCCC2)C2=CC=C(C=C2)OCCN2CCCC2)C1 (6-(aminomethyl)-α-[4-[2-(1-piperidinyl)ethoxy]phenyl]-2-[4-[2-(1-pyrrolidinyl)ethoxy]phenyl]benzo[b]thiophene-3-methanol), C(C)[SiH](CC)CC (triethylsilane), FC(C(=O)O)(F)F (trifluoroacetic acid). Solvent: ClC(C)Cl (dichloroethane). Reaction conditions: time 1 hour. Yields the product N1(CCCCC1)CCOC1=CC=C(C=C1)CC=1C2=C(SC1C1=CC=C(C=C1)OCCN1CCCC1)C=C(C=C2)CN (3-[[4-[2-(1-Piperidinyl)ethoxy]phenyl]methyl]-2-[4-[2-(1-pyrrolidinyl)ethoxy]phenyl]benzo[b]thiophene-6-methanamine). RXN SMILES: [NH2:1][CH2:2][C:3]1[CH:4]=[CH:5][C:6]2[C:10]([CH:11]([C:13]3[CH:18]=[CH:17][C:16]([O:19][CH2:20][CH2:21][N:22]4[CH2:27][CH2:26][CH2:25][CH2:24][CH2:23]4)=[CH:15][CH:14]=3)O)=[C:9]([C:28]3[CH:33]=[CH:32][C:31]([O:34][CH2:35][CH2:36][N:37]4[CH2:41][CH2:40][CH2:39][CH2:38]4)=[CH:30][CH:29]=3)[S:8][C:7]=2[CH:42]=1.C([SiH](CC)CC)C.FC(F)(F)C(O)=O>ClC(Cl)C>[N:22]1([CH2:21][CH2:20][O:19][C:16]2[CH:17]=[CH:18][C:13]([CH2:11][C:10]3[C:6]4[CH:5]=[CH:4][C:3]([CH2:2][NH2:1])=[CH:42][C:7]=4[S:8][C:9]=3[C:28]3[CH:33]=[CH:32][C:31]([O:34][CH2:35][CH2:36][N:37]4[CH2:38][CH2:39][CH2:40][CH2:41]4)=[CH:30][CH:29]=3)=[CH:14][CH:15]=2)[CH2:27][CH2:26][CH2:25][CH2:24][CH2:23]1. Reported procedure: To a solution of 1.32 g (2.3 mmol) of 6-(aminomethyl)-α-[4-[2-(1-piperidinyl)ethoxy]phenyl]-2-[4-[2-(1-pyrrolidinyl)ethoxy]phenyl]benzo[b]thiophene-3-methanol in 40 mL of anhydrous dichloroethane at 0° C. was added 1.84 g (15.8 mmol) of triethylsilane and 2.62 g (23.0 mmol) of trifluoroacetic acid, respectively, under a nitrogen atmosphere. After one hour at 0° C., the reaction was warmed to room temperature and stirred for 24 h. The reaction was quenched with 10 mL of saturated aqueous sodium b...